Task: describe an organic reaction: reactants, conditions, products, and yield. Dataset: the Open Reaction Database (ORD), a public repository of structured organic reaction records Starting materials: CC(=O)O, ClCCl, Fc1cccc(C2CCCN2c2ccc3ncc(-c4cccc(F)n4)n3n2)c1. Product: Oc1cccc(-c2cnc3ccc(N4CCCC4c4cccc(F)c4)nn23)n1. As a reaction SMILES: [CH3:29][C:30]([OH:31])=[O:32].[Cl:33][CH2:34][Cl:35].[F:1][c:2]1[cH:3][c:4]([CH:8]2[N:9]([c:13]3[cH:14][cH:15][c:16]4[n:17]([n:18]3)[c:19](-[c:22]3[n:23][c:24]([F:28])[cH:25][cH:26][cH:27]3)[cH:20][n:21]4)[CH2:10][CH2:11][CH2:12]2)[cH:5][cH:6][cH:7]1>>[F:1][c:2]1[cH:3][c:4]([CH:8]2[N:9]([c:13]3[cH:14][cH:15][c:16]4[n:17]([n:18]3)[c:19](-[c:22]3[n:23][c:24]([OH:31])[cH:25][cH:26][cH:27]3)[cH:20][n:21]4)[CH2:10][CH2:11][CH2:12]2)[cH:5][cH:6][cH:7]1. Reactants: O=C([O-])[O-], CN(C)C=O, Cc1oc(-c2ccco2)nc1COc1ccc(CCl)cc1, [K+], [K+], O, O=Cc1cn(-c2ccccc2)nc1O. Yields the product Cc1oc(-c2ccco2)nc1COc1ccc(COc2nn(-c3ccccc3)cc2C=O)cc1. As a reaction SMILES: [C:36](=[O:37])([O-:38])[O-:39].[CH3:42][N:43]([CH3:44])[CH:45]=[O:46].[Cl:1][CH2:2][c:3]1[cH:4][cH:5][c:6]([O:7][CH2:8][c:9]2[n:10][c:11](-[c:15]3[o:16][cH:17][cH:18][cH:19]3)[o:12][c:13]2[CH3:14])[cH:20][cH:21]1.[K+:40].[K+:41].[OH2:47].[OH:22][c:23]1[n:24][n:25](-[c:30]2[cH:31][cH:32][cH:33][cH:34][cH:35]2)[cH:26][c:27]1[CH:28]=[O:29]>>[CH2:2]([c:3]1[cH:4][cH:5][c:6]([O:7][CH2:8][c:9]2[n:10][c:11](-[c:15]3[o:16][cH:17][cH:18][cH:19]3)[o:12][c:13]2[CH3:14])[cH:20][cH:21]1)[O:22][c:23]1[n:24][n:25](-[c:30]2[cH:31][cH:32][cH:33][cH:34][cH:35]2)[cH:26][c:27]1[CH:28]=[O:29].